Dataset: the Open Reaction Database (ORD), a public repository of structured organic reaction records. Task: describe an organic reaction: reactants, conditions, products, and yield The reactants are Cc1cc(Br)sc1CO, Cc1ccccc1, OB(O)c1ccc(C(F)(F)F)cc1, [K+], [K+], O=C([O-])[O-], c1ccc(P(c2ccccc2)(c2ccccc2)[Pd](P(c2ccccc2)(c2ccccc2)c2ccccc2)(P(c2ccccc2)(c2ccccc2)c2ccccc2)P(c2ccccc2)(c2ccccc2)c2ccccc2)cc1. Product: Cc1cc(-c2ccc(C(F)(F)F)cc2)sc1CO. RXN SMILES: [Br:1][c:2]1[cH:3][c:4]([CH3:9])[c:5]([CH2:7][OH:8])[s:6]1.[CH3:29][c:30]1[cH:31][cH:32][cH:33][cH:34][cH:35]1.[F:10][C:11]([c:12]1[cH:13][cH:14][c:15]([B:18]([OH:19])[OH:20])[cH:16][cH:17]1)([F:21])[F:22].[K+:23].[K+:24].[O-:25][C:26]([O-:27])=[O:28].[cH:36]1[cH:37][cH:38][c:39]([P:40]([Pd:41]([P:42]([c:43]2[cH:44][cH:45][cH:46][cH:47][cH:48]2)([c:49]2[cH:50][cH:51][cH:52][cH:53][cH:54]2)[c:55]2[cH:56][cH:57][cH:58][cH:59][cH:60]2)([P:61]([c:62]2[cH:63][cH:64][cH:65][cH:66][cH:67]2)([c:68]2[cH:69][cH:70][cH:71][cH:72][cH:73]2)[c:74]2[cH:75][cH:76][cH:77][cH:78][cH:79]2)[P:80]([c:81]2[cH:82][cH:83][cH:84][cH:85][cH:86]2)([c:87]2[cH:88][cH:89][cH:90][cH:91][cH:92]2)[c:93]2[cH:94][cH:95][cH:96][cH:97][cH:98]2)([c:99]2[cH:100][cH:101][cH:102][cH:103][cH:104]2)[c:105]2[cH:106][cH:107][cH:108][cH:109][cH:110]2)[cH:111][cH:112]1>>[c:2]1(-[c:15]2[cH:14][cH:13][c:12]([C:11]([F:10])([F:21])[F:22])[cH:17][cH:16]2)[cH:3][c:4]([CH3:9])[c:5]([CH2:7][OH:8])[s:6]1. Starting materials: CC(C)CCO, CC1(C)c2cc(OS(C)(=O)=O)ccc2OC1O, O, O=S(=O)(O)O, c1ccccc1. Product: CC(C)CCOC1Oc2ccc(OS(C)(=O)=O)cc2C1(C)C. Reaction SMILES: [CH3:18][CH:19]([CH2:20][CH2:21][OH:22])[CH3:23].[CH3:1][S:2](=[O:3])(=[O:4])[O:5][c:6]1[cH:7][cH:8][c:9]2[c:10]([cH:17]1)[C:11]([CH3:15])([CH3:16])[CH:12]([OH:14])[O:13]2.[OH2:29].[S:24](=[O:25])(=[O:26])([OH:27])[OH:28].[cH:30]1[cH:31][cH:32][cH:33][cH:34][cH:35]1>>[CH3:1][S:2](=[O:3])(=[O:4])[O:5][c:6]1[cH:7][cH:8][c:9]2[c:10]([cH:17]1)[C:11]([CH3:15])([CH3:16])[CH:12]([O:14][CH2:21][CH2:20][CH:19]([CH3:18])[CH3:23])[O:13]2. The reactants are NC1=NC2=CC=C(C=C2C(=N1)N)SC1=CC(=C(C=C1)Cl)Cl (2,4-diamino-6-(3,4-dichlorophenylthio)quinazoline), N12CCN(CC1)CC2 (1,4-diazabicyclo(2,2,2)octane), [OH-].[NH4+] (ammonium hydroxide). The solvent is C(C)(=O)O (acetic acid). Product: NC1=NC2=CC=C(C=C2C(=N1)N)S(=O)C1=CC(=C(C=C1)Cl)Cl (2,4-diamino-6-(3,4-dichlorophenylsulfinyl)quinazoline). RXN SMILES: N12CCN(CC1)CC2.[NH2:9][C:10]1[N:19]=[C:18]([NH2:20])[C:17]2[C:12](=[CH:13][CH:14]=[C:15]([S:21][C:22]3[CH:27]=[CH:26][C:25]([Cl:28])=[C:24]([Cl:29])[CH:23]=3)[CH:16]=2)[N:11]=1.[OH-:30].[NH4+]>C(O)(=O)C>[NH2:9][C:10]1[N:19]=[C:18]([NH2:20])[C:17]2[C:12](=[CH:13][CH:14]=[C:15]([S:21]([C:22]3[CH:27]=[CH:26][C:25]([Cl:28])=[C:24]([Cl:29])[CH:23]=3)=[O:30])[CH:16]=2)[N:11]=1 |f:2.3|. Procedure details: A suspension of 5.0 grams (0.011 mole) of the bromine complex of 1,4-diazabicyclo(2,2,2)octane in 200 mL of aqueous 70% acetic acid was stirred, and 3.4 grams (0.01 mole) of 2,4-diamino-6-(3,4-dichlorophenylthio)quinazoline was added portionwise during about a 1 hour period. Upon completion of addition, the reaction mixture was stirred at ambient temperature for about 20 hours. After this time, the reaction mixture was neutralized with concentrated ammonium hydroxide. The resultant solid was col...